Dataset: the Open Reaction Database (ORD), a public repository of structured organic reaction records. Task: describe an organic reaction: reactants, conditions, products, and yield Starting materials: ClCCl, Cc1ccccc1C(=O)O, O=C(Cl)C(=O)Cl, CN(C)C=O. The product is Cc1ccccc1C(=O)Cl. RXN SMILES: [CH2:22]([Cl:23])[Cl:24].[CH3:1][c:2]1[cH:3][cH:4][cH:5][cH:6][c:7]1[C:8]([OH:9])=[O:10].[Cl:11][C:12]([C:13]([Cl:14])=[O:15])=[O:16].[O:17]=[CH:18][N:19]([CH3:20])[CH3:21]>>[CH3:1][c:2]1[cH:3][cH:4][cH:5][cH:6][c:7]1[C:8](=[O:10])[Cl:11]. Procedure details: 3(S)-n-Butyl-1-(2,3-dimethylbenzoyl)piperazine (0.240 g, 0.874 mmol) and 2(R)-tert-butoxycarbonylamino-3-triphenylmethylthiopropionic acid (0.405 g, 0.874 mmol) were dissolved in dimethylformamide. To this solution was added HOBT (0.114 g, 0.874 mmol), and EDC.HCl (0.184 g, 0.962 mmol). The reaction was stirred under nitrogen overnight. The dimethylformamide was removed in vacuo and the residue partitioned between ethyl acetate and water. The organic phase was washed with several portions of wat... Reaction SMILES: [CH2:1]([C@@H:5]1[NH:10][CH2:9][CH2:8][N:7]([C:11](=[O:20])[C:12]2[CH:17]=[CH:16][CH:15]=[C:14]([CH3:18])[C:13]=2[CH3:19])[CH2:6]1)[CH2:2][CH2:3][CH3:4].[C:21]([O:25][C:26]([NH:28][C@H:29]([CH2:33][C:34]([C:47]1[CH:52]=[CH:51][CH:50]=[CH:49][CH:48]=1)([C:41]1[CH:46]=[CH:45][CH:44]=[CH:43][CH:42]=1)[C:35]1[CH:40]=[CH:39][CH:38]=[CH:37][CH:36]=1)[C:30](O)=[S:31])=[O:27])([CH3:24])([CH3:23])[CH3:22].C1C=CC2N(O)N=NC=2C=1.CCN=C=NCCCN(C)C.Cl>CN(C)C=O>[C:21]([O:25][C:26]([NH:28][C@H:29]([CH2:33][C:34]([C:35]1[CH:36]=[CH:37][CH:38]=[CH:39][CH:40]=1)([C:47]1[CH:52]=[CH:51][CH:50]=[CH:49][CH:48]=1)[C:41]1[CH:42]=[CH:43][CH:44]=[CH:45][CH:46]=1)[C:30]([N:10]1[CH2:9][CH2:8][N:7]([C:11](=[O:20])[C:12]2[CH:17]=[CH:16][CH:15]=[C:14]([CH3:18])[C:13]=2[CH3:19])[CH2:6][C@@H:5]1[CH2:1][CH2:2][CH2:3][CH3:4])=[S:31])=[O:27])([CH3:24])([CH3:22])[CH3:23] |f:3.4|. Yields the product C(C)(C)(C)OC(=O)N[C@@H](C(=S)N1[C@H](CN(CC1)C(C1=C(C(=CC=C1)C)C)=O)CCCC)CC(C1=CC=CC=C1)(C1=CC=CC=C1)C1=CC=CC=C1 (1-[2(R)-tert-Butoxycarbonylamino-3-triphenylmethylthiopropionyl]-2(S)-n-butyl-4-(2,3-dimethylbenzoyl)piperazine). Reactants: C(CCC)[C@H]1CN(CCN1)C(C1=C(C(=CC=C1)C)C)=O (3(S)-n-Butyl-1-(2,3-dimethylbenzoyl)piperazine), C(C)(C)(C)OC(=O)N[C@@H](C(=S)O)CC(C1=CC=CC=C1)(C1=CC=CC=C1)C1=CC=CC=C1 (2(R)-tert-butoxycarbonylamino-3-triphenylmethylthiopropionic acid), C=1C=CC2=C(C1)N=NN2O (HOBT), CCN=C=NCCCN(C)C.Cl (EDC.HCl). Reaction conditions: time 8 hour. Solvent: CN(C=O)C (dimethylformamide). The reactants are COC(=O)C1CCNC(c2ccc(C(C)(C)C)s2)C1, CCN(C(C)C)C(C)C, COC(=O)Cl, ClCCl, Cl. The product is COC(=O)C1CCN(C(=O)OC)C(c2ccc(C(C)(C)C)s2)C1. RXN SMILES: [C:2]([CH3:3])([CH3:4])([CH3:5])[c:6]1[cH:7][cH:8][c:9]([CH:11]2[NH:12][CH2:13][CH2:14][CH:15]([C:17](=[O:18])[O:19][CH3:20])[CH2:16]2)[s:10]1.[CH:21]([N:22]([CH2:23][CH3:24])[CH:25]([CH3:26])[CH3:27])([CH3:28])[CH3:29].[Cl:30][C:31](=[O:32])[O:33][CH3:34].[Cl:35][CH2:36][Cl:37].[ClH:1]>>[C:2]([CH3:3])([CH3:4])([CH3:5])[c:6]1[cH:7][cH:8][c:9]([CH:11]2[N:12]([C:31](=[O:32])[O:33][CH3:34])[CH2:13][CH2:14][CH:15]([C:17](=[O:18])[O:19][CH3:20])[CH2:16]2)[s:10]1. The reactants are Cl (hydrochloric acid), [OH-].[K+] (KOH), BrC1=CC=C(C=C1)C1=C(N=C(S1)C(=O)OCC)C1=C(C=C(C=C1)Cl)Cl (Ethyl 5-(4-bromophenyl)-4-(2,4-dichlorophenyl)thiazole-2-carboxylate). Solvent: O (water), CO (methanol), O (water). The product is BrC1=CC=C(C=C1)C1=C(N=C(S1)C(=O)O)C1=C(C=C(C=C1)Cl)Cl (5-(4-bromophenyl)-4-(2,4-dichlorophenyl)-thiazole-2-carboxylic acid). Reaction SMILES: [Br:1][C:2]1[CH:7]=[CH:6][C:5]([C:8]2[S:12][C:11]([C:13]([O:15]CC)=[O:14])=[N:10][C:9]=2[C:18]2[CH:23]=[CH:22][C:21]([Cl:24])=[CH:20][C:19]=2[Cl:25])=[CH:4][CH:3]=1.[OH-].[K+].Cl>CO.O>[Br:1][C:2]1[CH:3]=[CH:4][C:5]([C:8]2[S:12][C:11]([C:13]([OH:15])=[O:14])=[N:10][C:9]=2[C:18]2[CH:23]=[CH:22][C:21]([Cl:24])=[CH:20][C:19]=2[Cl:25])=[CH:6][CH:7]=1 |f:1.2|. Procedure details: Part A: Ethyl 5-(4-bromophenyl)-4-(2,4-dichlorophenyl)thiazole-2-carboxylate (1.80 gram, 3.94 mmol) is dissolved in methanol (20 mL) and a solution of KOH (0.65 gram (85%), 9.85 mmol) in water (20 mL) is added. The resulting mixture is heated at reflux temperature for 1 hour, poured into water and acidified with hydrochloric acid (1N solution). The formed precipitated material is collected by filtration and dried in vacuo at room temperature to give a quantitative yield of 5-(4-bromophenyl)-4-(2... Starting materials: [O-]P(=O)([O-])[O-].[K+].[K+].[K+] (potassium phosphate tribasic), ClC1=NC=C(C=C1N)N1CCOCC1 (2-Chloro-5-morpholinopyridin-3-amine), COC1=CC(=C(C(=C1)C)B(O)O)C (4-methoxy-2,6-dimethylphenylboronic acid), C1(CCCCC1)P(C1CCCCC1)C1CCCCC1 (tricyclohexylphosphine). The reagents and catalysts are C=1C=CC(=CC1)/C=C/C(=O)/C=C/C2=CC=CC=C2.C=1C=CC(=CC1)/C=C/C(=O)/C=C/C2=CC=CC=C2.C=1C=CC(=CC1)/C=C/C(=O)/C=C/C2=CC=CC=C2.[Pd].[Pd] (tris(dibenzylideneacetone)dipalladium). Solvent: O1CCOCC1 (1,4-dioxane), O (water). Conditions: temperature 90 celsius, time 19 hour. The product is COC1=CC(=C(C(=C1)C)C1=NC=C(C=C1N)N1CCOCC1)C (2-(4-methoxy-2,6-dimethylphenyl)-5-morpholinopyridin-3-amine). Reaction SMILES: Cl[C:2]1[C:7]([NH2:8])=[CH:6][C:5]([N:9]2[CH2:14][CH2:13][O:12][CH2:11][CH2:10]2)=[CH:4][N:3]=1.[CH3:15][O:16][C:17]1[CH:22]=[C:21]([CH3:23])[C:20](B(O)O)=[C:19]([CH3:27])[CH:18]=1.C1(P(C2CCCCC2)C2CCCCC2)CCCCC1.[O-]P([O-])([O-])=O.[K+].[K+].[K+]>C1C=CC(/C=C/C(/C=C/C2C=CC=CC=2)=O)=CC=1.C1C=CC(/C=C/C(/C=C/C2C=CC=CC=2)=O)=CC=1.C1C=CC(/C=C/C(/C=C/C2C=CC=CC=2)=O)=CC=1.[Pd].[Pd].O.O1CCOCC1>[CH3:15][O:16][C:17]1[CH:22]=[C:21]([CH3:23])[C:20]([C:2]2[C:7]([NH2:8])=[CH:6][C:5]([N:9]3[CH2:14][CH2:13][O:12][CH2:11][CH2:10]3)=[CH:4][N:3]=2)=[C:19]([CH3:27])[CH:18]=1 |f:3.4.5.6,7.8.9.10.11|. Reported procedure: 2-Chloro-5-morpholinopyridin-3-amine (62 mg, 0.29 mmol), 4-methoxy-2,6-dimethylphenylboronic acid (0.07 g, 0.39 mmol), tricyclohexylphosphine (12 mg, 0.042 mmol), and tris(dibenzylideneacetone)dipalladium (0) (19 mg, 0.02 mmol) were added to a flask then degassed and backfilled with argon. To the flask, 1,4-dioxane (3 mL) and aq. 1.3M potassium phosphate tribasic (0.67 mL, 0.87 mmol) were added by syringe. The resulting reaction was heated to 90° C. and monitored with TLC and LC-MS. After 19 h, ... Reactants: O=C1CCC(=O)N1Br, O=C([O-])[O-], CC#N, COc1ncc(CNc2cccc(F)n2)cc1F, [K+], [K+]. Product: COc1ncc(CNc2ccc(Br)c(F)n2)cc1F. Reaction SMILES: [Br:19][N:20]1[C:21](=[O:22])[CH2:23][CH2:24][C:25]1=[O:26].[C:27](=[O:28])([O-:29])[O-:30].[CH3:33][C:34]#[N:35].[F:1][c:2]1[cH:3][c:4]([CH2:10][NH:11][c:12]2[n:13][c:14]([F:18])[cH:15][cH:16][cH:17]2)[cH:5][n:6][c:7]1[O:8][CH3:9].[K+:31].[K+:32]>>[F:1][c:2]1[cH:3][c:4]([CH2:10][NH:11][c:12]2[n:13][c:14]([F:18])[c:15]([Br:19])[cH:16][cH:17]2)[cH:5][n:6][c:7]1[O:8][CH3:9]. Starting materials: CC1=NN(C(=C1)C)C(NS(=O)(=O)C1=CC=C(C=C1)C)=N (N-[(3,5-dimethylpyrazol-1-yl)-iminomethyl]-4-methylbenzene-sulfonamide), CS(=O)(=O)O (methanesulfonic acid), NN1N=CC=C1 (2-aminopyrazole). Product: NC(=NS(=O)(=O)C1=CC=C(C=C1)C)NC=1NN=CC1 (N-[amino-(2H-pyrazol-3-yl-amino)-methylene]-4-methylbenzenesulfonamide). Reaction SMILES: C[C:2]1[CH:6]=[C:5](C)[N:4]([C:8](=[NH:20])[NH:9][S:10]([C:13]2[CH:18]=[CH:17][C:16]([CH3:19])=[CH:15][CH:14]=2)(=[O:12])=[O:11])[N:3]=1.CS(O)(=O)=O.[NH2:26]N1C=CC=N1>>[NH2:20][C:8]([NH:4][C:5]1[NH:26][N:3]=[CH:2][CH:6]=1)=[N:9][S:10]([C:13]1[CH:18]=[CH:17][C:16]([CH3:19])=[CH:15][CH:14]=1)(=[O:12])=[O:11]. Procedure: The compound of Example 17 was prepared according to the accompanying synthesis procedure from 0.5 ml of N-[(3,5-dimethylpyrazol-1-yl)-iminomethyl]-4-methylbenzene-sulfonamide solution (0.2 M, acetonitrile) with 19 mg of methanesulfonic acid and 0.5 ml of 2-aminopyrazole solution (1.0 M, acetonitrile) and filed in a substance databank. Calculated mol. wt. 279.32; found mol. wt. (M+H) 280.3; 559.0 (Dimer)